This data is from the Open Reaction Database (ORD), a public repository of structured organic reaction records. The task is: describe an organic reaction: reactants, conditions, products, and yield The reactants are C(C1=CC=CC=C1)N1CCC(=CC1)C1=CC(=CC=C1)C(F)(F)F (1-Benzyl-4-(3-trifluoromethyl-phenyl)-1,2,3,6-tetrahydro-pyridine), Cl (HCl). The product is FC(C=1C=C(C=CC1)C1CCNCC1)(F)F (4-(3-Trifluoromethyl-phenyl)-piperidine). Yield: 96.1%. RXN SMILES: C([N:8]1[CH2:13][CH:12]=[C:11]([C:14]2[CH:19]=[CH:18][CH:17]=[C:16]([C:20]([F:23])([F:22])[F:21])[CH:15]=2)[CH2:10][CH2:9]1)C1C=CC=CC=1.Cl>>[F:23][C:20]([F:21])([F:22])[C:16]1[CH:15]=[C:14]([CH:11]2[CH2:10][CH2:9][NH:8][CH2:13][CH2:12]2)[CH:19]=[CH:18][CH:17]=1. Reported procedure: Beginning with 1-Benzyl-4-(3-trifluoromethyl-phenyl)-1,2,3,6-tetrahydro-pyridine (1.44 g), 1 g of the title compound as HCl salt was recovered by the procedure described in preparation 9. m.p. 202° C. (HCl); MS m/z (rel. intensity, 70 eV) 229 (M+, 44), 228 (33), 83 (12), 57 (54), 56 (bp). The reactants are CC(C)(C)OC(=O)N(CCC#N)C(C)(C)C(=O)O, CI, CN(C)C=O. Product: COC(=O)C(C)(C)N(CCC#N)C(=O)OC(C)(C)C. As a reaction SMILES: [C:1]([CH3:2])([CH3:3])([CH3:4])[O:5][C:6](=[O:7])[N:8]([C:9]([CH3:10])([C:11](=[O:12])[OH:13])[CH3:14])[CH2:15][CH2:16][C:17]#[N:18].[CH3:19][I:20].[O:21]=[CH:22][N:23]([CH3:24])[CH3:25]>>[C:1]([CH3:2])([CH3:3])([CH3:4])[O:5][C:6](=[O:7])[N:8]([C:9]([CH3:10])([C:11](=[O:12])[O:13][CH3:19])[CH3:14])[CH2:15][CH2:16][C:17]#[N:18]. Starting materials: O=C1CCC(=O)N1Br, O=C([O-])[O-], CCOC(=O)c1[nH]c(C)cc1C, CC#N, [K+], [K+], O. The product is CCOC(=O)c1[nH]c(C)c(Br)c1C. As a reaction SMILES: [Br:22][N:23]1[C:24](=[O:25])[CH2:26][CH2:27][C:28]1=[O:29].[C:13](=[O:14])([O-:15])[O-:16].[CH2:1]([CH3:2])[O:3][C:4](=[O:5])[c:6]1[nH:7][c:8]([CH3:12])[cH:9][c:10]1[CH3:11].[CH3:19][C:20]#[N:21].[K+:17].[K+:18].[OH2:30]>>[CH2:1]([CH3:2])[O:3][C:4](=[O:5])[c:6]1[nH:7][c:8]([CH3:12])[c:9]([Br:22])[c:10]1[CH3:11].